From a dataset of the Open Reaction Database (ORD), a public repository of structured organic reaction records. describe an organic reaction: reactants, conditions, products, and yield Reaction SMILES: [CH2:11]1[CH2:12][NH:13][CH2:14][CH2:15][NH:16]1.[CH3:21][CH2:22][OH:23].[Cl:18][CH2:19][Cl:20].[Cl:1][c:2]1[n:3][cH:4][cH:5][c:6]2[c:7]1[cH:8][cH:9][o:10]2.[OH2:17]>>[c:2]1([N:13]2[CH2:12][CH2:11][NH:16][CH2:15][CH2:14]2)[n:3][cH:4][cH:5][c:6]2[c:7]1[cH:8][cH:9][o:10]2. Product: c1cc2occc2c(N2CCNCC2)n1. The reactants are C1CNCCN1, CCO, ClCCl, Clc1nccc2occc12, O. Yield: 92.5%. Procedure: A mixture of 6,7-dichloro-2,3-dimethoxy-5-[5-(N,N-dimethylaminomethyl)-1,2,3-benzotriazol-1-ylmethyl]quinoxaline (Preparation 24, 110 mg, 0.25 mmol), 2M hydrochloric acid (10 mL) and dioxane (10 mL) was heated at reflux for 5.5 hours. The mixture was concentrated under reduced pressure, diluted with acetone (10 mL) and filtered. The solid was dried under vacuum to give the title compound as an off-white solid (97 mg, 94%), mp 282° C. Found: C, 45.57; H, 4.00; N, 17.67. C18H16Cl2N6 O2. HCl.H2O re... RXN SMILES: [Cl:1][C:2]1[C:3]([CH2:17][N:18]2[C:22]3[CH:23]=[CH:24][C:25]([CH2:27][N:28]([CH3:30])[CH3:29])=[CH:26][C:21]=3[N:20]=[N:19]2)=[C:4]2[C:9](=[CH:10][C:11]=1[Cl:12])[N:8]=[C:7]([O:13]C)[C:6]([O:15]C)=[N:5]2.Cl>O1CCOCC1>[Cl:1][C:2]1[C:3]([CH2:17][N:18]2[C:22]3[CH:23]=[CH:24][C:25]([CH2:27][N:28]([CH3:30])[CH3:29])=[CH:26][C:21]=3[N:20]=[N:19]2)=[C:4]2[C:9](=[CH:10][C:11]=1[Cl:12])[NH:8][C:7](=[O:13])[C:6](=[O:15])[NH:5]2. The reactants are ClC=1C(=C2N=C(C(=NC2=CC1Cl)OC)OC)CN1N=NC2=C1C=CC(=C2)CN(C)C (6,7-dichloro-2,3-dimethoxy-5-[5-(N,N-dimethylaminomethyl)-1,2,3-benzotriazol-1-ylmethyl]quinoxaline), Cl (hydrochloric acid). Solvent: O1CCOCC1 (dioxane). Yields the product ClC=1C(=C2NC(C(NC2=CC1Cl)=O)=O)CN1N=NC2=C1C=CC(=C2)CN(C)C (1,4-Dihydro-6,7-dichloro-5-[5-(N,N-dimethylaminomethyl)-1,2,3-benzotriazol-1-ylmethyl]quinoxalin-2,3-dione). Reactants: OC1=C(C=NC2=CC=NC=C12)C(=O)OCC (ethyl 4-hydroxy-1,6-naphthyridine-3-carboxylate), P(=O)(Cl)(Cl)Cl (phosphorous oxychloride). The product is ClC1=C(C=NC2=CC=NC=C12)C(=O)OCC (ethyl 4-chloro-1,6-naphthyridine-3-carboxylate). As a reaction SMILES: O[C:2]1[C:11]2[C:6](=[CH:7][CH:8]=[N:9][CH:10]=2)[N:5]=[CH:4][C:3]=1[C:12]([O:14][CH2:15][CH3:16])=[O:13].P(Cl)(Cl)([Cl:19])=O>>[Cl:19][C:2]1[C:11]2[C:6](=[CH:7][CH:8]=[N:9][CH:10]=2)[N:5]=[CH:4][C:3]=1[C:12]([O:14][CH2:15][CH3:16])=[O:13]. Procedure: A mixture of 9.3 g of ethyl 4-hydroxy-1,6-naphthyridine-3-carboxylate (prepared according to J. Org. Chem. 15, 1224 (1950)) and 56 ml of phosphorous oxychloride is refluxed for 2 hours 40 minutes, then evaporated to dryness and the residue is treated with cold dilute ammonium hydroxide and methylene chloride. Insoluble material is removed by filtration, then organic layer is separated, washed with brine, dried over sodium sulfate and evaporated to dryness to yield ethyl 4-chloro-1,6-naphthyridin...